This data is from the Open Reaction Database (ORD), a public repository of structured organic reaction records. The task is: describe an organic reaction: reactants, conditions, products, and yield Starting materials: C=1C=CC2=C(C1)N=NN2O (HOBt), CCN=C=NCCCN(C)C.Cl (EDCl), C(C)(C)(C)[SiH2]OC(C1=CCC(C(N(C1)CC(=O)O)=O)NC(=O)C1=NC=CC2=CC=CC=C12)(C)C ({6-(tert-butyl-dimethyl-silanyloxymethyl)-3-[(isoquinoline-1-carbonyl)amino]-2-oxo-2,3,4,7-tetrahydro-azepin-1-yl}-acetic acid), C(C=C)OC(NC=1C(OC(C1)=O)OCC)=O ((2-Ethoxy-5-oxo-furan-3-yl)-carbamic acid allyl ester), N,N-dimethylbarbituric acid. Reagents/catalysts: C=1C=CC(=CC1)[P](C=2C=CC=CC2)(C=3C=CC=CC3)[Pd]([P](C=4C=CC=CC4)(C=5C=CC=CC5)C=6C=CC=CC6)([P](C=7C=CC=CC7)(C=8C=CC=CC8)C=9C=CC=CC9)[P](C=1C=CC=CC1)(C=1C=CC=CC1)C=1C=CC=CC1 (Pd(Ph3P)4). The solvent is CCOC(=O)C (EtOAc), C(Cl)Cl.CN(C)C=O (CH2Cl2 DMF), C(Cl)Cl (CH2Cl2). Run at time 5 hour. The product is OCC1=CCC(C(N(C1)CC(NC1C(OC(C1)=O)OCC)=O)=O)NC(=O)C1=NC=CC2=CC=CC=C12 (isoquinoline-1-carboxylic acid {6-(hydroxymethyl)-1-[(2-ethoxy-5-oxo-tetrahydro-furan-3-ylcarbamoyl)-methyl]-2-oxo-2,3,4,7-tetrahydro-1H-azepin-3-yl}-amide). As a reaction SMILES: C(O[C:5](=[O:16])[NH:6][C:7]1[CH:8]([O:13][CH2:14][CH3:15])[O:9][C:10](=[O:12])[CH:11]=1)C=C.C([SiH2][O:22][C:23](C)(C)[C:24]1[CH2:30][N:29]([CH2:31]C(O)=O)[C:28](=[O:35])[CH:27]([NH:36][C:37]([C:39]2[C:48]3[C:43](=[CH:44][CH:45]=[CH:46][CH:47]=3)[CH:42]=[CH:41][N:40]=2)=[O:38])[CH2:26][CH:25]=1)(C)(C)C.C1C=CC2N(O)N=NC=2C=1.CCN=C=NCCCN(C)C.Cl>C(Cl)Cl.C(Cl)Cl.CN(C=O)C.CCOC(C)=O.C1C=CC([P]([Pd]([P](C2C=CC=CC=2)(C2C=CC=CC=2)C2C=CC=CC=2)([P](C2C=CC=CC=2)(C2C=CC=CC=2)C2C=CC=CC=2)[P](C2C=CC=CC=2)(C2C=CC=CC=2)C2C=CC=CC=2)(C2C=CC=CC=2)C2C=CC=CC=2)=CC=1>[OH:22][CH2:23][C:24]1[CH2:30][N:29]([CH2:31][C:5](=[O:16])[NH:6][CH:7]2[CH2:11][C:10](=[O:12])[O:9][CH:8]2[O:13][CH2:14][CH3:15])[C:28](=[O:35])[CH:27]([NH:36][C:37]([C:39]2[C:48]3[C:43](=[CH:44][CH:45]=[CH:46][CH:47]=3)[CH:42]=[CH:41][N:40]=2)=[O:38])[CH2:26][CH:25]=1 |f:3.4,6.7,^1:93,95,114,133|. Procedure details: A catalytic amount of Pd(Ph3P)4 is added to a solution of (2-Ethoxy-5-oxo-furan-3-yl)-carbamic acid allyl ester (0.24 g, 1.0 mmol) and N,N-dimethylbarbituric acid (0.38 g, 2.4 mmol) in CH2Cl2 (5 mL). The solution is stirred for 15 minutes at room temperature after which {6-(tert-butyl-dimethyl-silanyloxymethyl)-3-[(isoquinoline-1-carbonyl)amino]-2-oxo-2,3,4,7-tetrahydro-azepin-1-yl}-acetic acid, 22, (0.15 g) is added as a solution in CH2Cl2/DMF (2 mL, 1:1), followed by HOBt (0.126 g, 0.93 mmol) ... Starting materials: C(#N)CCP(CCC#N)CCC#N (tris-(2-cyanoethyl)-phosphine), ICCOC (1-iodo-2-methoxyethane). Run in C(C)#N (acetonitrile). Yields the product [I-].C(#N)CC[P+](CCOC)(CCC#N)CCC#N (Tris-(β-cyanoethyl)-2-methoxyethyl-phosphonium iodide). RXN SMILES: [C:1]([CH2:3][CH2:4][P:5]([CH2:10][CH2:11][C:12]#[N:13])[CH2:6][CH2:7][C:8]#[N:9])#[N:2].[I:14][CH2:15][CH2:16][O:17][CH3:18]>C(#N)C>[I-:14].[C:1]([CH2:3][CH2:4][P+:5]([CH2:10][CH2:11][C:12]#[N:13])([CH2:6][CH2:7][C:8]#[N:9])[CH2:15][CH2:16][O:17][CH3:18])#[N:2] |f:3.4|. Procedure: 135.2 g (0.7 mole) of tris-(2-cyanoethyl)-phosphine are dissolved, under nitrogen, in 500 ml of boiling acetonitrile and then 130.2 g (0.7 mole) of 1-iodo-2-methoxyethane are added. The mixture is refluxed for 12 hours. After rapid filtration of the hot solution and cooling, the reaction product crystallises out and is collected by suction filtration and dried in vacuo at 60° C.